Dataset: the Open Reaction Database (ORD), a public repository of structured organic reaction records. Task: describe an organic reaction: reactants, conditions, products, and yield Starting materials: C1(CCCCC1)C=1C=C(C=NC1OCC(F)(F)F)C(=O)O (5-cyclohexyl-6-(2,2,2-trifluoro-ethoxy)-3-pyridinecarboxylic acid), NN1CCC(CC1)O (1-amino-4-piperidinol). Yields the product C1(CCCCC1)C=1C=C(C=NC1OCC(F)(F)F)C(=O)NN1CCC(CC1)O (5-Cyclohexyl-N-(4-hydroxypiperidin-1-yl)-6-(2,2,2-trifluoroethoxy)-3-pyridinecarboxamide). As a reaction SMILES: [CH:1]1([C:7]2[CH:8]=[C:9]([C:19]([OH:21])=O)[CH:10]=[N:11][C:12]=2[O:13][CH2:14][C:15]([F:18])([F:17])[F:16])[CH2:6][CH2:5][CH2:4][CH2:3][CH2:2]1.[NH2:22][N:23]1[CH2:28][CH2:27][CH:26]([OH:29])[CH2:25][CH2:24]1>>[CH:1]1([C:7]2[CH:8]=[C:9]([C:19]([NH:22][N:23]3[CH2:28][CH2:27][CH:26]([OH:29])[CH2:25][CH2:24]3)=[O:21])[CH:10]=[N:11][C:12]=2[O:13][CH2:14][C:15]([F:16])([F:18])[F:17])[CH2:2][CH2:3][CH2:4][CH2:5][CH2:6]1. Reported procedure: The title compound was synthesized in analogy to Example 1 using 5-cyclohexyl-6-(2,2,2-trifluoro-ethoxy)-3-pyridinecarboxylic acid and 1-amino-4-piperidinol (CAN 79414-82-7) as starting materials; LC-MS (UV peak area/ESI) 96.4%, 402.1991 (M+H)+. The product is CC(C)c1c(Sc2cccc(Cl)c2)nc(COCc2ccccc2)n1C. The reactants are O=C([O-])[O-], CC(C)c1nc(COCc2ccccc2)[nH]c1Sc1cccc(Cl)c1, CI, CN(C)C=O, [K+], [K+]. As a reaction SMILES: [C:26](=[O:27])([O-:28])[O-:29].[CH2:1]([c:2]1[cH:3][cH:4][cH:5][cH:6][cH:7]1)[O:8][CH2:9][c:10]1[nH:11][c:12]([S:18][c:19]2[cH:20][c:21]([Cl:25])[cH:22][cH:23][cH:24]2)[c:13]([CH:15]([CH3:16])[CH3:17])[n:14]1.[CH3:32][I:33].[CH3:34][N:35]([CH3:36])[CH:37]=[O:38].[K+:30].[K+:31]>>[CH2:1]([c:2]1[cH:3][cH:4][cH:5][cH:6][cH:7]1)[O:8][CH2:9][c:10]1[n:11][c:12]([S:18][c:19]2[cH:20][c:21]([Cl:25])[cH:22][cH:23][cH:24]2)[c:13]([CH:15]([CH3:16])[CH3:17])[n:14]1[CH3:26]. Isolated yield 57.6%. The reactants are OC=1C=C(C=C2C=C(NC12)C(=O)OCC)OC1=CC=C(C=C1)S(=O)(=O)C (ethyl 7-hydroxy-5-[4-(methylsulfonyl)phenoxy]-1H-indole-2-carboxylate), Cl.ClCC=1N(C=CN1)C (2-(chloromethyl)-1-methyl-1H-imidazole hydrochloride), C([O-])([O-])=O.[K+].[K+] (potassium carbonate), CN(C=O)C (N,N-dimethylformamide). Reaction conditions: temperature 50 celsius, time 3 hour. RXN SMILES: [OH:1][C:2]1[CH:3]=[C:4]([O:16][C:17]2[CH:22]=[CH:21][C:20]([S:23]([CH3:26])(=[O:25])=[O:24])=[CH:19][CH:18]=2)[CH:5]=[C:6]2[C:10]=1[NH:9][C:8]([C:11]([O:13][CH2:14][CH3:15])=[O:12])=[CH:7]2.Cl.Cl[CH2:29][C:30]1[N:31]([CH3:35])[CH:32]=[CH:33][N:34]=1.C(=O)([O-])[O-].[K+].[K+].CN(C)C=O>CCCCCC.C(OCC)(=O)C.O>[CH3:35][N:31]1[CH:32]=[CH:33][N:34]=[C:30]1[CH2:29][O:1][C:2]1[CH:3]=[C:4]([O:16][C:17]2[CH:22]=[CH:21][C:20]([S:23]([CH3:26])(=[O:25])=[O:24])=[CH:19][CH:18]=2)[CH:5]=[C:6]2[C:10]=1[NH:9][C:8]([C:11]([O:13][CH2:14][CH3:15])=[O:12])=[CH:7]2 |f:1.2,3.4.5|. Reported procedure: A mixture of ethyl 7-hydroxy-5-[4-(methylsulfonyl)phenoxy]-1H-indole-2-carboxylate (100 mg), 2-(chloromethyl)-1-methyl-1H-imidazole hydrochloride (50 mg), potassium carbonate (83 mg) and N,N-dimethylformamide (20 mL) was stirred at 50° C. for 3 hr. Water was added to the reaction mixture, and the mixture was subjected to extraction with ethyl acetate. The organic layer was washed successively with water and saturated brine, dried over magnesium sulfate, filtered, and concentrated under reduced p... Solvent: CCCCCC (hexane), O (Water), C(C)(=O)OCC (ethyl acetate). The product is CN1C(=NC=C1)COC=1C=C(C=C2C=C(NC12)C(=O)OCC)OC1=CC=C(C=C1)S(=O)(=O)C (Ethyl 7-[(1-methyl-1H-imidazol-2-yl)methoxy]-5-[4-(methylsulfonyl)phenoxy]-1H-indole-2-carboxylate). The reactants are CC1=C(C=C(C=C1[N+](=O)[O-])[N+](=O)[O-])[N+](=O)[O-] (TNT), C(C(CO[N+](=O)[O-])(CO[N+](=O)[O-])CO[N+](=O)[O-])O[N+](=O)[O-] (PETN), xanthan gum. Run at temperature 95 celsius. Yields the product C(C(CO[N+](=O)[O-])(CO[N+](=O)[O-])CO[N+](=O)[O-])O[N+](=O)[O-].CC1=C(C=C(C=C1[N+](=O)[O-])[N+](=O)[O-])[N+](=O)[O-] (PETN TNT). Reaction SMILES: [CH3:1][C:2]1[C:7]([N+:8]([O-:10])=[O:9])=[CH:6][C:5]([N+:11]([O-:13])=[O:12])=[CH:4][C:3]=1[N+:14]([O-:16])=[O:15].[CH2:17]([O:34][N+:35]([O-:37])=[O:36])[C:18]([CH2:29][O:30][N+:31]([O-:33])=[O:32])([CH2:24][O:25][N+:26]([O-:28])=[O:27])[CH2:19][O:20][N+:21]([O-:23])=[O:22]>>[CH2:29]([O:30][N+:31]([O-:33])=[O:32])[C:18]([CH2:19][O:20][N+:21]([O-:23])=[O:22])([CH2:17][O:34][N+:35]([O-:37])=[O:36])[CH2:24][O:25][N+:26]([O-:28])=[O:27].[CH3:1][C:2]1[C:7]([N+:8]([O-:10])=[O:9])=[CH:6][C:5]([N+:11]([O-:13])=[O:12])=[CH:4][C:3]=1[N+:14]([O-:16])=[O:15] |f:2.3|. Reported procedure: Briefly, a quantity of TNT were added and heated at 95° C. until melting in a reactor provided with a heating jacket and with mechanical stifling. Then, a quantity of PETN were added with a quantity of a gum [e.g., xanthan gum or guar gum] and a quantity of a wax. The components were stirred until achieving a homogeneous mixture which was poured on a cylindrical mold and left to cool, in order to obtain a composition of PETN/TNT/gum/wax with the desired percentage. The cylinders thus obtained ar... The reactants are BrC1=CC=C(OCC2=CC(=NN2C2=C(C=CC=C2Cl)Cl)C(C)C)C=C1 (5-(4-bromophenoxymethyl)-1-(2,6-dichlorophenyl)-3-isopropyl-1H-pyrazole), C(=O)(O)C1=CC(=C(C=C1)B(O)O)Cl ((4-carboxy-2-chlorophenyl)boronic acid), C([O-])([O-])=O.[K+].[K+] (potassium carbonate). The reagents and catalysts are [Pd].C1=CC=C(C=C1)P([C-]2C=CC=C2)C3=CC=CC=C3.C1=CC=C(C=C1)P([C-]2C=CC=C2)C3=CC=CC=C3.[Fe+2] (palladium dppf). Run in COCCOC.O (DME water). Conditions: temperature 80 celsius. Yields the product ClC1=C(C=CC(=C1)C(=O)O)C1=CC=C(C=C1)OCC=1N(N=C(C1)C(C)C)C1=C(C=CC=C1Cl)Cl (2-chloro-4′-[2-(2,6-dichlorophenyl)-5-isopropyl-2H-pyrazol-3-ylmethoxy]-biphenyl-4-carboxylic acid). As a reaction SMILES: Br[C:2]1[CH:25]=[CH:24][C:5]([O:6][CH2:7][C:8]2[N:12]([C:13]3[C:18]([Cl:19])=[CH:17][CH:16]=[CH:15][C:14]=3[Cl:20])[N:11]=[C:10]([CH:21]([CH3:23])[CH3:22])[CH:9]=2)=[CH:4][CH:3]=1.[C:26]([C:29]1[CH:34]=[CH:33][C:32](B(O)O)=[C:31]([Cl:38])[CH:30]=1)([OH:28])=[O:27].C(=O)([O-])[O-].[K+].[K+]>[Pd].C1C=CC(P(C2C=CC=CC=2)[C-]2C=CC=C2)=CC=1.C1C=CC(P(C2C=CC=CC=2)[C-]2C=CC=C2)=CC=1.[Fe+2].COCCOC.O>[Cl:38][C:31]1[CH:30]=[C:29]([C:26]([OH:28])=[O:27])[CH:34]=[CH:33][C:32]=1[C:2]1[CH:25]=[CH:24][C:5]([O:6][CH2:7][C:8]2[N:12]([C:13]3[C:18]([Cl:19])=[CH:17][CH:16]=[CH:15][C:14]=3[Cl:20])[N:11]=[C:10]([CH:21]([CH3:23])[CH3:22])[CH:9]=2)=[CH:4][CH:3]=1 |f:2.3.4,5.6.7.8,9.10|. Procedure: Into a 8 mL flask was added 200 mg (0.454 mmol) of 5-(4-bromophenoxymethyl)-1-(2,6-dichlorophenyl)-3-isopropyl-1H-pyrazole, 108 mg (0.54 mmol) of (4-carboxy-2-chlorophenyl)boronic acid, 186 mg of potassium carbonate (1.36 mmol) and 2 mL of 9:1 DME-water. The solution was sparged under argon and 6.5 mg (0.01 mmol) of palladium dppf was added. The reaction mixture was heated to 80° C. for 4 h. After cooling, the crude reaction was filtered through a pad of celite, concentrated in vacuo, and purifi... Reactants: CC(=O)NCCC(C)(O)c1ccccc1-c1ccccc1, Cc1ccccc1, Cc1ccc(S(=O)(=O)O)cc1. Yields the product CC(=O)NCC=C(C)c1ccccc1-c1ccccc1. RXN SMILES: [C:1]([CH3:2])(=[O:3])[NH:4][CH2:5][CH2:6][C:7]([CH3:8])([OH:9])[c:10]1[c:11](-[c:16]2[cH:17][cH:18][cH:19][cH:20][cH:21]2)[cH:12][cH:13][cH:14][cH:15]1.[CH3:33][c:34]1[cH:35][cH:36][cH:37][cH:38][cH:39]1.[c:22]1([CH3:23])[cH:24][cH:25][c:26]([S:27]([OH:28])(=[O:29])=[O:30])[cH:31][cH:32]1>>[C:1]([CH3:2])(=[O:3])[NH:4][CH2:5][CH:6]=[C:7]([CH3:8])[c:10]1[c:11](-[c:16]2[cH:17][cH:18][cH:19][cH:20][cH:21]2)[cH:12][cH:13][cH:14][cH:15]1. Starting materials: C(C1=CC=CC=C1)OC1=C(C=C(C=O)C=C1F)F (4-benzyloxy-3,5-difluoro-benzaldehyde), C(=O)(OCC)C=P(C1=CC=CC=C1)(C1=CC=CC=C1)C1=CC=CC=C1 (carbethoxymethylene triphenylphosphorane). Run in C1CCOC1 (THF). Conditions: time 1 hour. The product is C(C)OC(\C=C\C1=CC(=C(C(=C1)F)OCC1=CC=CC=C1)F)=O ((E)-3-(4-benzyloxy-3,5-difluoro-phenyl)-acrylic acid ethyl ester). Isolated yield 78.1%. As a reaction SMILES: [CH2:1]([O:8][C:9]1[C:16]([F:17])=[CH:15][C:12]([CH:13]=O)=[CH:11][C:10]=1[F:18])[C:2]1[CH:7]=[CH:6][CH:5]=[CH:4][CH:3]=1.[C:19]([CH:24]=P(C1C=CC=CC=1)(C1C=CC=CC=1)C1C=CC=CC=1)([O:21][CH2:22][CH3:23])=[O:20]>C1COCC1>[CH2:22]([O:21][C:19](=[O:20])/[CH:24]=[CH:13]/[C:12]1[CH:15]=[C:16]([F:17])[C:9]([O:8][CH2:1][C:2]2[CH:7]=[CH:6][CH:5]=[CH:4][CH:3]=2)=[C:10]([F:18])[CH:11]=1)[CH3:23]. Procedure: 4-Benzyloxy-3,5-difluoro-benzaldehyde (1.2 g, 4.83 mmol) obtained in Step B and carbethoxymethylene triphenylphosphorane (2.0 g, 5.78 mmol) was dissolved in THF (10 mL), and the solution was stirred at 65˜75° C. for 1 hour. After the termination of the reaction, the reactant was cooled and concentrated under reduced pressure. The residue was purified by column chromatography (eluent, EtOAc/Hex=1/10) to obtain the title compound (1.2 g, 78%).